This data is from the Open Reaction Database (ORD), a public repository of structured organic reaction records. The task is: describe an organic reaction: reactants, conditions, products, and yield The reactants are c1ccc(CN2CCNCC2)cc1, COc1cc2c(Cl)nc(-c3ccc(Cl)cc3)nc2c(OC)c1OC, O. The product is COc1cc2c(N3CCN(Cc4ccccc4)CC3)nc(-c3ccc(Cl)cc3)nc2c(OC)c1OC. RXN SMILES: [CH2:25]([c:26]1[cH:27][cH:28][cH:29][cH:30][cH:31]1)[N:32]1[CH2:33][CH2:34][NH:35][CH2:36][CH2:37]1.[Cl:1][c:2]1[cH:3][cH:4][c:5](-[c:8]2[n:9][c:10]3[c:11]([O:23][CH3:24])[c:12]([O:21][CH3:22])[c:13]([O:19][CH3:20])[cH:14][c:15]3[c:16]([Cl:18])[n:17]2)[cH:6][cH:7]1.[OH2:38]>>[Cl:1][c:2]1[cH:3][cH:4][c:5](-[c:8]2[n:9][c:10]3[c:11]([O:23][CH3:24])[c:12]([O:21][CH3:22])[c:13]([O:19][CH3:20])[cH:14][c:15]3[c:16]([N:35]3[CH2:34][CH2:33][N:32]([CH2:25][c:26]4[cH:27][cH:28][cH:29][cH:30][cH:31]4)[CH2:37][CH2:36]3)[n:17]2)[cH:6][cH:7]1. Starting materials: acid chloride, C(C(=O)Cl)(=O)Cl (Oxalyl chloride), CN(C=O)C (N,N-dimethylformamide), CS(=O)(=O)O.CNC(=O)N(N)CC1=CC=C(C=C1)C(C)(C)C (N-Methyl-1-(4-t-butylphenylmethyl)hydrazine carboxamide methanesulfonate), N1=CC=CC=C1 (pyridine), N1=CC=CC=C1 (pyridine), C(C)OC(=O)C(C)(OC1=CC=C(C=C1)CCCC(=O)O)C (4-[4-(1-Ethoxycarbonyl-1-methyl-ethoxy)-phenyl] butyric acid). The solvent is C(C)(=O)OCC (ethyl acetate), C(C)(=O)OCC (ethyl acetate). Run at temperature 0 celsius, time 3 hour. The product is C(C)OC(=O)C(C)(OC1=CC=C(C=C1)CCCC(=O)NN(C(=O)NC)CC1=CC=C(C=C1)C(C)(C)C)C (1-[4-[4-(1-Ethoxycarbonyl-1-methylethoxy)phenyl]butyryl]-2-(4-t-butylphenyl-methyl)-4-methylsemicarbazide). Yield: 68.6%. Reaction SMILES: [CH2:1]([O:3][C:4]([C:6]([CH3:21])([O:8][C:9]1[CH:14]=[CH:13][C:12]([CH2:15][CH2:16][CH2:17][C:18]([OH:20])=O)=[CH:11][CH:10]=1)[CH3:7])=[O:5])[CH3:2].C(Cl)(=O)C(Cl)=O.CN(C)C=O.CS(O)(=O)=O.[CH3:38][NH:39][C:40]([N:42]([CH2:44][C:45]1[CH:50]=[CH:49][C:48]([C:51]([CH3:54])([CH3:53])[CH3:52])=[CH:47][CH:46]=1)[NH2:43])=[O:41].N1C=CC=CC=1>C(OCC)(=O)C>[CH2:1]([O:3][C:4]([C:6]([CH3:7])([O:8][C:9]1[CH:10]=[CH:11][C:12]([CH2:15][CH2:16][CH2:17][C:18]([NH:43][N:42]([CH2:44][C:45]2[CH:46]=[CH:47][C:48]([C:51]([CH3:54])([CH3:53])[CH3:52])=[CH:49][CH:50]=2)[C:40]([NH:39][CH3:38])=[O:41])=[O:20])=[CH:13][CH:14]=1)[CH3:21])=[O:5])[CH3:2] |f:3.4|. Reported procedure: 4-[4-(1-Ethoxycarbonyl-1-methyl-ethoxy)-phenyl] butyric acid (0.89 g, 3.02 mmol) was dissolved in ethyl acetate (10 mL). Oxalyl chloride (316 μL, 3.62 mmol) was added to this solution dropwise in the presence of a catalytic amount of N,N-dimethylformamide (17 μL, 0.24 mmol). Completion of acid chloride formation was verified by HPLC. The solution was then concentrated to remove excess oxalyl chloride and then redissolved in ethyl acetate (7 mL). This solution was then added dropwise to a suspens... Reaction SMILES: [NH:1]1[CH:5]=[CH:4][CH:3]=[N:2]1.Cl[C:7]1[N:8]=[C:9]([NH:20][CH2:21][C:22]2[CH:27]=[CH:26][C:25]([Cl:28])=[C:24]([Cl:29])[CH:23]=2)[C:10]2[C:15]3[CH2:16][CH2:17][CH2:18][CH2:19][C:14]=3[S:13][C:11]=2[N:12]=1>>[N:1]1([C:7]2[N:8]=[C:9]([NH:20][CH2:21][C:22]3[CH:27]=[CH:26][C:25]([Cl:28])=[C:24]([Cl:29])[CH:23]=3)[C:10]3[C:15]4[CH2:16][CH2:17][CH2:18][CH2:19][C:14]=4[S:13][C:11]=3[N:12]=2)[CH:5]=[CH:4][CH:3]=[N:2]1. Product: N1(N=CC=C1)C=1N=C(C2=C(N1)SC1=C2CCCC1)NCC1=CC(=C(C=C1)Cl)Cl (2-(pyrazol-1-yl)-5,6,7,8-tetrahydro-4-(3,4-dichlorobenzylamino)-[1]-benzothieno-[2,3-d]-pyrimidine). Reported procedure: Following the procedure of Example 97, the reaction of pyrazole with 2-chloro-5,6,7,8-tetrahydro-4-(3,4-dichlorobenzylamino)-[1]-benzothieno-[2,3-d]-pyrimidine gives 2-(pyrazol-1-yl)-5,6,7,8-tetrahydro-4-(3,4-dichlorobenzylamino)-[1]-benzothieno-[2,3-d]-pyrimidine. Reactants: N1N=CC=C1 (pyrazole), ClC=1N=C(C2=C(N1)SC1=C2CCCC1)NCC1=CC(=C(C=C1)Cl)Cl (2-chloro-5,6,7,8-tetrahydro-4-(3,4-dichlorobenzylamino)-[1]-benzothieno-[2,3-d]-pyrimidine). Starting materials: C(C)OC([C@H](CC1=CC=C(C=C1)OCCCOC1=CC=C(C=C1)O)OC)=O ((2S)-3-{4-[3-(4-hydroxy-phenoxy)-propoxy]-phenyl}-2-methoxy-propionic acid ethyl ester), CN(CCCOS(=O)(=O)C)C (methanesulfonic acid 3-dimethylaminopropyl ester). Product: CN(CCCOC1=CC=C(OCCCOC2=CC=C(C=C2)C[C@@H](C(=O)O)OC)C=C1)C ((2S)-3-(4-{3-[4-(3-Dimethylamino-propoxy)-phenoxy]-propoxy}-phenyl)-2-methoxy-propionic acid). As a reaction SMILES: C([O:3][C:4](=[O:27])[C@@H:5]([O:25][CH3:26])[CH2:6][C:7]1[CH:12]=[CH:11][C:10]([O:13][CH2:14][CH2:15][CH2:16][O:17][C:18]2[CH:23]=[CH:22][C:21]([OH:24])=[CH:20][CH:19]=2)=[CH:9][CH:8]=1)C.[CH3:28][N:29]([CH3:38])[CH2:30][CH2:31][CH2:32]OS(C)(=O)=O>>[CH3:28][N:29]([CH3:38])[CH2:30][CH2:31][CH2:32][O:24][C:21]1[CH:20]=[CH:19][C:18]([O:17][CH2:16][CH2:15][CH2:14][O:13][C:10]2[CH:9]=[CH:8][C:7]([CH2:6][C@H:5]([O:25][CH3:26])[C:4]([OH:3])=[O:27])=[CH:12][CH:11]=2)=[CH:23][CH:22]=1. Procedure: The title compound was prepared from (2S)-3-{4-[3-(4-hydroxy-phenoxy)-propoxy]-phenyl}-2-methoxy-propionic acid ethyl ester (Example 263, Step B) and methanesulfonic acid 3-dimethylaminopropyl ester (Step A) following the procedure described for Example 264. 1H-NMR (CDCl3, 200.15 MHz): δ 7.14 (d, 2H, J=7.8), 6.83–6.77 (m, 6H), 4.10–4.04 (m, 5H), 3.95–3.89 (m, 4H), 3.37 (s, 3H), 3.16–3.13 (m, 2H), 3.06–2.99 (m, 2H), 2.77 (s, 6H), 2.21–2.15 (m, 4H). Procedure: 19.5 g of 1A, 17.8 g of methyl nitroacetate and a small amount of zinc chloride were mixed and the mixture heated to 100°-105°. After 30 minutes, the solid reaction mixture was washed with ether, then with hot methanol. The mixture then was filtered to give the methyl ester of (1-methyl-2-imidazolidinylidene)nitroacetic acid (1B) as a tan solid, m.p.: 209°-210°. The reagents and catalysts are [Cl-].[Zn+2].[Cl-] (zinc chloride). Yields the product methyl ester, CN1C(NCC1)=C(C(=O)O)[N+](=O)[O-] ((1-methyl-2-imidazolidinylidene)nitroacetic acid). Reaction conditions: time 30 minute. The reactants are CN1C(=NCC1)SC (1-methyl-2-(methylthio)-2-imidazoline), [N+](=O)([O-])CC(=O)OC (methyl nitroacetate). RXN SMILES: [CH3:1][N:2]1[CH2:6][CH2:5][N:4]=[C:3]1SC.[N+:9]([CH2:12][C:13]([O:15]C)=[O:14])([O-:11])=[O:10]>[Cl-].[Zn+2].[Cl-]>[CH3:1][N:2]1[CH2:6][CH2:5][NH:4][C:3]1=[C:12]([N+:9]([O-:11])=[O:10])[C:13]([OH:15])=[O:14] |f:2.3.4|. Starting materials: C(C)OC(CCCOC1=C(C(=CC=C1)CCCCCCBr)CCC(=O)OCC)=O (4-[3-(6-bromo-hexyl)-2-(2-ethoxycarbonyl-ethyl)-phenoxy]-butyric acid ethyl ester), IC=1C=C(C=C(C1)C1=CSC=C1)O (3-iodo-5-thiophen-3-yl-phenol), C([O-])([O-])=O.[K+].[K+] (potassium carbonate), CN(C=O)C (N,N-dimethylformamide). Solvent: CC(=O)C (acetone), O (water). The product is C(C)OC(CCCOC1=C(C(=CC=C1)CCCCCCOC1=CC(=CC(=C1)C1=CSC=C1)I)CCC(=O)OCC)=O (4-{3-[6-(3-iodo-5-thiophen-3-yl-phenoxy)-hexyl]-2-(2-ethoxycarbonyl-ethyl)-phenoxy}-butyric acid ethyl ester). Isolated yield 99.8%. Reaction SMILES: [CH2:1]([O:3][C:4](=[O:29])[CH2:5][CH2:6][CH2:7][O:8][C:9]1[CH:14]=[CH:13][CH:12]=[C:11]([CH2:15][CH2:16][CH2:17][CH2:18][CH2:19][CH2:20]Br)[C:10]=1[CH2:22][CH2:23][C:24]([O:26][CH2:27][CH3:28])=[O:25])[CH3:2].[I:30][C:31]1[CH:32]=[C:33]([OH:42])[CH:34]=[C:35]([C:37]2[CH:41]=[CH:40][S:39][CH:38]=2)[CH:36]=1.C(=O)([O-])[O-].[K+].[K+].CN(C)C=O>O.CC(C)=O>[CH2:1]([O:3][C:4](=[O:29])[CH2:5][CH2:6][CH2:7][O:8][C:9]1[CH:14]=[CH:13][CH:12]=[C:11]([CH2:15][CH2:16][CH2:17][CH2:18][CH2:19][CH2:20][O:42][C:33]2[CH:34]=[C:35]([C:37]3[CH:41]=[CH:40][S:39][CH:38]=3)[CH:36]=[C:31]([I:30])[CH:32]=2)[C:10]=1[CH2:22][CH2:23][C:24]([O:26][CH2:27][CH3:28])=[O:25])[CH3:2] |f:2.3.4|. Procedure details: To a mixture of 4-[3-(6-bromo-hexyl)-2-(2-ethoxycarbonyl-ethyl)-phenoxy]-butyric acid ethyl ester (2.99 g, 6.35 mmol), 3-iodo-5-thiophen-3-yl-phenol (1.92 g, 6.35 mmol), and potassium carbonate (1.75 g, 12.7 mmol) were added N,N-dimethylformamide (50 mL) and acetone (100 mL) at room temperature. The resulting suspension was heated to reflux for 2 days. Then, the reaction mixture was cooled to room temperature and diluted with water (200 mL). The organic compound was extracted into ethyl acetate ... Reactants: N (ammonia), COC(=O)C=1SC(=C(C1)C)Br (5-bromo-4-methyl-2-thiophenecarboxylic acid methyl ester), O (water). Reagents/catalysts: [Zn] (Zinc), [Zn] (zinc). Run in C(C)(=O)O (acetic acid), C(C)(=O)O (acetic acid). Yields the product COC(=O)C=1SC=C(C1)C (4-methyl-2-thiophenecarboxylic acid methyl ester). Isolated yield 90.6%. Reaction SMILES: [CH3:1][O:2][C:3]([C:5]1[S:6][C:7](Br)=[C:8]([CH3:10])[CH:9]=1)=[O:4].O.N>[Zn].C(O)(=O)C>[CH3:1][O:2][C:3]([C:5]1[S:6][CH:7]=[C:8]([CH3:10])[CH:9]=1)=[O:4]. Procedure: 5-Bromo-4-methyl-2-thiophenecarboxylic acid (3.33 g) was dissolved in dimethylformamide (50 ml), and potassium carbonate (4.0 g) and iodomethane (4.0 ml) were added. The mixture was stirred at room temperature for 2 hours, diluted with ethyl acetate, washed with 1N hydrochloric acid, dried over anhydrous magnesium sulfate and concentrated under reduced pressure to give 5-bromo-4-methyl-2-thiophenecarboxylic acid methyl ester (3.47 g). A mixture of 5-bromo-4-methyl-2-thiophenecarboxylic acid meth... Starting materials: [N+](=O)(O)[O-] (nitric acid), C(C)(=O)C1=CC=C(C(C(=O)O)=C1)O (5-Acetylsalicylic acid), O (water). The solvent is S(O)(O)(=O)=O (sulphuric acid), S(O)(O)(=O)=O (sulphuric acid). Reaction conditions: temperature 0 celsius, time 5 hour. Yields the product C(C)(=O)C1=CC(=C(C(C(=O)O)=C1)O)[N+](=O)[O-] (5-acetyl-3-nitrosalicylic acid). RXN SMILES: [C:1]([C:4]1[CH:12]=[C:8]([C:9]([OH:11])=[O:10])[C:7]([OH:13])=[CH:6][CH:5]=1)(=[O:3])[CH3:2].[N+:14]([O-])([OH:16])=[O:15].O>S(=O)(=O)(O)O>[C:1]([C:4]1[CH:12]=[C:8]([C:9]([OH:11])=[O:10])[C:7]([OH:13])=[C:6]([N+:14]([O-:16])=[O:15])[CH:5]=1)(=[O:3])[CH3:2]. Reported procedure: 5-Acetylsalicylic acid (9.0 g) was dissolved in concentrated sulphuric acid (20 ml). The solution was cooled to 0° C. and treated, with stirring, with a mixture of concentrated nitric acid (density 1.42; 3.8 ml) and concentrated sulphuric acid (3.8 ml), dropwise, at such a rate that the temperature did not exceed 5° C. The mixture was left to stand at 0° C. for 5 hours and then it was poured onto a mixture of ice and water (100 ml). The precipitated solid was filtered off and recrystallized from...